This data is from the Open Reaction Database (ORD), a public repository of structured organic reaction records. The task is: describe an organic reaction: reactants, conditions, products, and yield The reactants are C(C)(C)(C)C=1N=C(SC1)C=1OC2=C(C1)C=C(C=C2)CN2C=C(C1=CC(=CC=C21)OCCCCC(=O)OCC)CC(=O)OC (methyl 1-{[2-(4-tert-butylthiazol-2-yl)benzofuran-5-yl]methyl}-5-(4-ethoxycarbonylbutoxy)indole-3-acetate), [OH-].[Na+] (sodium hydroxide), O1CCCC1 (tetrahydrofuran). The solvent is CO (methanol). Conditions: time 4 hour. Product: C(C)(C)(C)C=1N=C(SC1)C=1OC2=C(C1)C=C(C=C2)CN2C=C(C1=CC(=CC=C21)OCCCCC(=O)O)CC(=O)O (1-{[2-(4-tert-butylthiazol-2-yl)benzofuran-5-yl]methyl}-5-(4-carboxybutoxy)indole-3-acetic acid). Yield: 80.6%. As a reaction SMILES: [C:1]([C:5]1[N:6]=[C:7]([C:10]2[O:11][C:12]3[CH:18]=[CH:17][C:16]([CH2:19][N:20]4[C:28]5[C:23](=[CH:24][C:25]([O:29][CH2:30][CH2:31][CH2:32][CH2:33][C:34]([O:36]CC)=[O:35])=[CH:26][CH:27]=5)[C:22]([CH2:39][C:40]([O:42]C)=[O:41])=[CH:21]4)=[CH:15][C:13]=3[CH:14]=2)[S:8][CH:9]=1)([CH3:4])([CH3:3])[CH3:2].[OH-].[Na+].O1CCCC1>CO>[C:1]([C:5]1[N:6]=[C:7]([C:10]2[O:11][C:12]3[CH:18]=[CH:17][C:16]([CH2:19][N:20]4[C:28]5[C:23](=[CH:24][C:25]([O:29][CH2:30][CH2:31][CH2:32][CH2:33][C:34]([OH:36])=[O:35])=[CH:26][CH:27]=5)[C:22]([CH2:39][C:40]([OH:42])=[O:41])=[CH:21]4)=[CH:15][C:13]=3[CH:14]=2)[S:8][CH:9]=1)([CH3:4])([CH3:2])[CH3:3] |f:1.2|. Reported procedure: A mixture of methyl 1-{[2-(4-tert-butylthiazol-2-yl)benzofuran-5-yl]methyl}-5-(4-ethoxycarbonylbutoxy)indole-3-acetate (0.2 g) and 1N-sodium hydroxide (1.66 ml) in a mixed solvent of tetrahydrofuran (2 ml) and methanol (1 ml) was stirred at room temperature for 4 hours. After removal of solvents, the aqueous solution was acidified with diluted hydrochloric acid. The resulting precipitates were collected by filtration and washed with water to give 1-{[2-(4-tert-butylthiazol-2-yl)benzofuran-5-yl]m...